Task: describe an organic reaction: reactants, conditions, products, and yield. Dataset: the Open Reaction Database (ORD), a public repository of structured organic reaction records The reactants are FC(C=1C=C(C=C(C1)C(F)(F)F)[C@@H](C)O[C@H](C(=O)C1=CC=C(C=C1)F)OCC(=O)OC)(F)F ((2-R)-2-((R)-1-(3,5-bis(trifluoromethyl)-phenyl)ethoxy)-2-(methoxycarbonylmethoxy)-4′-fluoroacetophenone), [BH4-].[Na+] (sodium borohydride). The solvent is CO (methanol). Reaction conditions: time 16 hour. Yields the product ethyl acetate hexanes, FC(C=1C=C(C=C(C1)C(F)(F)F)[C@@H](C)OC(C(C1=CC=C(C=C1)F)O)OCCO)(F)F (2-((R)-1-(3,5-Bis(trifluoromethyl)phenyl)ethoxy)-2-(2-hydroxyethoxy)-1-hydroxy-1-(4-fluorophenyl)ethane). The yield is 33.8%. As a reaction SMILES: [F:1][C:2]([F:33])([F:32])[C:3]1[CH:4]=[C:5]([C@H:13]([O:15][C@@H:16]([O:26][CH2:27][C:28](OC)=[O:29])[C:17]([C:19]2[CH:24]=[CH:23][C:22]([F:25])=[CH:21][CH:20]=2)=[O:18])[CH3:14])[CH:6]=[C:7]([C:9]([F:12])([F:11])[F:10])[CH:8]=1.[BH4-].[Na+]>CO>[F:32][C:2]([F:1])([F:33])[C:3]1[CH:4]=[C:5]([C@H:13]([O:15][CH:16]([O:26][CH2:27][CH2:28][OH:29])[CH:17]([OH:18])[C:19]2[CH:24]=[CH:23][C:22]([F:25])=[CH:21][CH:20]=2)[CH3:14])[CH:6]=[C:7]([C:9]([F:10])([F:11])[F:12])[CH:8]=1 |f:1.2|. Reported procedure: To a solution of 25 mg of (2-R)-2-((R)-1-(3,5-bis(trifluoromethyl)-phenyl)ethoxy)-2-(methoxycarbonylmethoxy)-4′-fluoroacetophenone (higher Rf ester diastereomer) from Example 1 in 1 ml of methanol was added 4 mg of sodium borohydride at room temperature. The reaction was stirred for 16 h and was then quenched 18% aqueous citric acid. HPLC on a reverse phase phenyl column (gradient of 65% A: 35%B to 10% A: 90% B over 50 min, A=10 mM ammonium acetate in water: B=7.2 mM ammonium acetate in 92.8% ac... The reactants are Cc1noc(C)c1Cn1cc(N2C(=O)N(Cc3cccc(CO)c3)C(C)(C)C2=O)cn1, CN(C)C=O, CCOC(C)=O, [H-], CI, [Na+], O. Yields the product COCc1cccc(CN2C(=O)N(c3cnn(Cc4c(C)noc4C)c3)C(=O)C2(C)C)c1. Reaction SMILES: [CH3:1][c:2]1[n:3][o:4][c:5]([CH3:31])[c:6]1[CH2:7][n:8]1[n:9][cH:10][c:11]([N:13]2[C:14](=[O:30])[N:15]([CH2:21][c:22]3[cH:23][c:24]([CH2:28][OH:29])[cH:25][cH:26][cH:27]3)[C:16]([CH3:19])([CH3:20])[C:17]2=[O:18])[cH:12]1.[CH3:36][N:37]([CH3:38])[CH:39]=[O:40].[CH3:41][CH2:42][O:43][C:44](=[O:45])[CH3:46].[H-:32].[I:34][CH3:35].[Na+:33].[OH2:47]>>[CH3:1][c:2]1[n:3][o:4][c:5]([CH3:31])[c:6]1[CH2:7][n:8]1[n:9][cH:10][c:11]([N:13]2[C:14](=[O:30])[N:15]([CH2:21][c:22]3[cH:23][c:24]([CH2:28][O:29][CH3:35])[cH:25][cH:26][cH:27]3)[C:16]([CH3:19])([CH3:20])[C:17]2=[O:18])[cH:12]1. Reaction SMILES: C(OC([N:8]1[CH2:12][CH2:11][CH:10]([C:13]2[CH:18]=[CH:17][C:16]([NH:19][C:20]([NH:22][C:23]3[CH:28]=[CH:27][C:26]([Cl:29])=[CH:25][N:24]=3)=[O:21])=[CH:15][CH:14]=2)[CH2:9]1)=O)(C)(C)C.Cl>C1COCC1.O1CCOCC1>[ClH:29].[Cl:29][C:26]1[CH:27]=[CH:28][C:23]([NH:22][C:20]([NH:19][C:16]2[CH:17]=[CH:18][C:13]([CH:10]3[CH2:11][CH2:12][NH:8][CH2:9]3)=[CH:14][CH:15]=2)=[O:21])=[N:24][CH:25]=1 |f:4.5|. Yields the product Cl.ClC=1C=CC(=NC1)NC(=O)NC1=CC=C(C=C1)C1CNCC1 ((RS)-1-(5-chloro-pyridin-2-yl)-3-(4-pyrrolidin-3-yl-phenyl)-urea hydrochloride). Run at temperature 60 celsius. Procedure details: To a stirred solution of (RS)-3-{4-[3-(5-chloro-pyridin-2-yl)-ureido]-phenyl}-pyrrolidine-1-carboxylic acid tert-butyl ester (210 mg) in THF (4 ml) was added dropwise a solution of hydrogen chloride in dioxane (1.89 ml, 4 M solution) and the mixture was heated at 60° C. overnight. The mixture was then cooled to 0° C. and the ensuing crystals were collected by filtration, washing with ethyl acetate, and were dried in vacuo at 60° C. to afford (RS)-1-(5-chloro-pyridin-2-yl)-3-(4-pyrrolidin-3-yl-ph... The yield is 187.7%. The reactants are C(C)(C)(C)OC(=O)N1CC(CC1)C1=CC=C(C=C1)NC(=O)NC1=NC=C(C=C1)Cl ((RS)-3-{4-[3-(5-chloro-pyridin-2-yl)-ureido]-phenyl}-pyrrolidine-1-carboxylic acid tert-butyl ester), Cl (hydrogen chloride). Solvent: C1CCOC1 (THF), O1CCOCC1 (dioxane). Starting materials: C(C)(=O)O[C@H](C)C([C@@H](C)O)(C)N ((+-)-(2R*,3RS,4R*)-3-Amino-3-methyl-2,4-pentanediol acetate), C[C@@](CO)([C@@H](C)O)[N+](=O)[O-] ((+-)(2R*,3R*)-2-Methyl-2-nitro-1,3-butanediol). Product: C(C)(=O)O.N[C@](CO)([C@@H](C)O)C ((+-)(2R*,3R*)-2-amino-2-methyl-1,3-butanediol acetate). Yield: 97.0%. Reaction SMILES: [C:1]([O:4][C@@H](C(N)(C)[C@H](O)C)C)(=[O:3])[CH3:2].[CH3:13][C@:14]([N+:20]([O-])=O)([C@H:17]([OH:19])[CH3:18])[CH2:15][OH:16]>>[C:1]([OH:4])(=[O:3])[CH3:2].[NH2:20][C@@:14]([CH3:13])([C@H:17]([OH:19])[CH3:18])[CH2:15][OH:16] |f:2.3|. Reported procedure: Using the procedure described for 5D, (+-)(2R*,3R*)-2-methyl-2-nitro-1,3-butanediol (6B) gave (+-)(2R*,3R*)-2-amino-2-methyl-1,3-butanediol acetate (97%) mp 117°-121° (C,H,N). The reactants are CCOC(C)=O, ClCCl, COC(=O)C1CCC(CO)CC1. Yields the product COC(=O)C1CCC(C=O)CC1. RXN SMILES: [CH3:16][CH2:17][O:18][C:19]([CH3:20])=[O:21].[Cl:13][CH2:14][Cl:15].[OH:1][CH2:2][CH:3]1[CH2:4][CH2:5][CH:6]([C:9](=[O:10])[O:11][CH3:12])[CH2:7][CH2:8]1>>[O:1]=[CH:2][CH:3]1[CH2:4][CH2:5][CH:6]([C:9](=[O:10])[O:11][CH3:12])[CH2:7][CH2:8]1. The reactants are CC(=O)OC(C=O)C(O)C(O)CO, C[O-], CO, [Na+]. Product: O=CC(O)C(O)C(O)CO. As a reaction SMILES: [C:1](=[O:2])([CH3:3])[O:4][CH:5]([CH:6]=[O:7])[CH:8]([OH:9])[CH:10]([OH:11])[CH2:12][OH:13].[CH3:14][O-:15].[CH3:17][OH:18].[Na+:16]>>[OH:4][CH:5]([CH:6]=[O:7])[CH:8]([OH:9])[CH:10]([OH:11])[CH2:12][OH:13]. Reactants: O=C([O-])[O-], CN(C)C=O, CNC(=O)c1cn2nc(I)ccc2n1, [K+], [K+], Nc1cccc(O)c1. Yields the product CNC(=O)c1cn2nc(Oc3cccc(N)c3)ccc2n1. As a reaction SMILES: [C:15](=[O:16])([O-:17])[O-:18].[CH3:29][N:30]([CH3:31])[CH:32]=[O:33].[I:1][c:2]1[cH:3][cH:4][c:5]2[n:6]([n:7]1)[cH:8][c:9]([C:11](=[O:12])[NH:13][CH3:14])[n:10]2.[K+:19].[K+:20].[NH2:21][c:22]1[cH:23][cH:24][cH:25][c:26]([OH:27])[cH:28]1>>[c:2]1([O:27][c:26]2[cH:25][cH:24][cH:23][c:22]([NH2:21])[cH:28]2)[cH:3][cH:4][c:5]2[n:6]([n:7]1)[cH:8][c:9]([C:11](=[O:12])[NH:13][CH3:14])[n:10]2.